This data is from the Open Reaction Database (ORD), a public repository of structured organic reaction records. The task is: describe an organic reaction: reactants, conditions, products, and yield The reactants are Cc1c(CO)c2cnnc(OCc3ccc(F)cc3)c2n1Cc1ccccc1, COCC(=O)O, C(=NC1CCCCC1)=NC1CCCCC1, C1CCOC1. The product is COCC(=O)OCc1c(C)n(Cc2ccccc2)c2c(OCc3ccc(F)cc3)nncc12. As a reaction SMILES: [CH2:1]([c:2]1[cH:3][cH:4][cH:5][cH:6][cH:7]1)[n:8]1[c:9]([CH3:28])[c:10]([CH2:26][OH:27])[c:11]2[c:12]1[c:13]([O:17][CH2:18][c:19]1[cH:20][cH:21][c:22]([F:25])[cH:23][cH:24]1)[n:14][n:15][cH:16]2.[CH3:44][O:45][CH2:46][C:47](=[O:48])[OH:49].[CH:29]1([N:30]=[C:31]=[N:32][CH:33]2[CH2:34][CH2:35][CH2:36][CH2:37][CH2:38]2)[CH2:39][CH2:40][CH2:41][CH2:42][CH2:43]1.[O:50]1[CH2:51][CH2:52][CH2:53][CH2:54]1>>[CH2:1]([c:2]1[cH:3][cH:4][cH:5][cH:6][cH:7]1)[n:8]1[c:9]([CH3:28])[c:10]([CH2:26][O:27][C:47]([CH2:46][O:45][CH3:44])=[O:48])[c:11]2[c:12]1[c:13]([O:17][CH2:18][c:19]1[cH:20][cH:21][c:22]([F:25])[cH:23][cH:24]1)[n:14][n:15][cH:16]2. Product: C1(CCCCC1)C1=NC2=CC=CC=C2C(=N1)O (2-cyclohexyl-4-hydroxyquinazoline). The solvent is CCO (EtOH). Reported procedure: 2-(Cyclohexylcarbonylamino)benzamide was stirred for 16 h in a mixture of excess 1 M NaOH and EtOH, and the resulting solution was treated with HCl to pH=7 causing the formation of a precipitate. The precipitate was collected by filtration, washed (with water and hexane), and dried under vacuum to give a nearly quantitative yield of 2-cyclohexyl-4-hydroxyquinazoline as a white solid, which was used immediately in the next step. Starting materials: C1(CCCCC1)C(=O)NC1=C(C(=O)N)C=CC=C1 (2-(Cyclohexylcarbonylamino)benzamide), [OH-].[Na+] (NaOH), Cl (HCl). As a reaction SMILES: [CH:1]1([C:7]([NH:9][C:10]2[CH:18]=[CH:17][CH:16]=[CH:15][C:11]=2[C:12]([NH2:14])=[O:13])=O)[CH2:6][CH2:5][CH2:4][CH2:3][CH2:2]1.[OH-].[Na+].Cl>CCO>[CH:1]1([C:7]2[N:14]=[C:12]([OH:13])[C:11]3[C:10](=[CH:18][CH:17]=[CH:16][CH:15]=3)[N:9]=2)[CH2:6][CH2:5][CH2:4][CH2:3][CH2:2]1 |f:1.2|. Starting materials: C(=O)C=1C=NC=CC1C=1C=C(C#N)C=CC1 (3-(3-formyl-pyridin-4-yl)-benzonitrile), C1(=CC=CC=C1)[Mg]Br (phenylmagnesium bromide). The solvent is C1CCOC1 (THF), C1CCOC1 (THF). Product: OC(C=1C=NC=CC1C=1C=C(C#N)C=CC1)C1=CC=CC=C1 (3-[3-(hydroxy-phenyl-methyl)-pyridin-4-yl]-benzonitrile). As a reaction SMILES: [CH:1]([C:3]1[CH:4]=[N:5][CH:6]=[CH:7][C:8]=1[C:9]1[CH:10]=[C:11]([CH:14]=[CH:15][CH:16]=1)[C:12]#[N:13])=[O:2].[C:17]1([Mg]Br)[CH:22]=[CH:21][CH:20]=[CH:19][CH:18]=1>C1COCC1>[OH:2][CH:1]([C:17]1[CH:22]=[CH:21][CH:20]=[CH:19][CH:18]=1)[C:3]1[CH:4]=[N:5][CH:6]=[CH:7][C:8]=1[C:9]1[CH:10]=[C:11]([CH:14]=[CH:15][CH:16]=1)[C:12]#[N:13]. Procedure details: To a solution of 3-(3-formyl-pyridin-4-yl)-benzonitrile (21 mg, 0.1 mmol) in THF (1 mL) at −78° C. was added 3.0 M phenylmagnesium bromide in THF (0.1 mL). The reaction mixture was quenched with ammonium chloride and extracted with ethyl acetate. The organic layer was dried over sodium sulfate, concentrated, and the residue purified by flash chromatography to yield 3-[3-(hydroxy-phenyl-methyl)-pyridin-4-yl]-benzonitrile as a colorless oil. Reactants: C(N)(=O)C(C1=CC=CC=C1)(C1=CC=CC=C1)C1CNCC1 (3-(R,S)-(1-carbamoyl-1,1-diphenylmethyl)pyrrolidine), BrCCC=1C=C2CCCC2=CC1 (5-(2-bromoethyl)indane), C([O-])([O-])=O.[K+].[K+] (potassium carbonate). Run in C(C)#N (acetonitrile). The product is C(N)(=O)C(C1=CC=CC=C1)(C1=CC=CC=C1)C1CN(CC1)CCC=1C=C2CCCC2=CC1 (3-(R,S)-(1-carbamoyl-1,1-diphenylmethyl)-1-[2-(indan-5-yl)ethyl]pyrrolidine). As a reaction SMILES: [C:1]([C:4]([CH:17]1[CH2:21][CH2:20][NH:19][CH2:18]1)([C:11]1[CH:16]=[CH:15][CH:14]=[CH:13][CH:12]=1)[C:5]1[CH:10]=[CH:9][CH:8]=[CH:7][CH:6]=1)(=[O:3])[NH2:2].Br[CH2:23][CH2:24][C:25]1[CH:26]=[C:27]2[C:31](=[CH:32][CH:33]=1)[CH2:30][CH2:29][CH2:28]2.C(=O)([O-])[O-].[K+].[K+]>C(#N)C>[C:1]([C:4]([CH:17]1[CH2:21][CH2:20][N:19]([CH2:23][CH2:24][C:25]2[CH:26]=[C:27]3[C:31](=[CH:32][CH:33]=2)[CH2:30][CH2:29][CH2:28]3)[CH2:18]1)([C:11]1[CH:12]=[CH:13][CH:14]=[CH:15][CH:16]=1)[C:5]1[CH:10]=[CH:9][CH:8]=[CH:7][CH:6]=1)(=[O:3])[NH2:2] |f:2.3.4|. Procedure: A mixture containing 3-(R,S)-(1-carbamoyl-1,1-diphenylmethyl)pyrrolidine (0.6 g-see Preparation 8), 5-(2-bromoethyl)indane (0.49 g-see Preparation 14), anhydrous potassium carbonate (0.6 g) and acetonitrile (20 ml) was heated under reflux for 1.25 hours. The mixture was partitioned between 10% aqueous potassium carbonate (10 ml) and dichloromethane (50 ml), the layers were separated and the aqueous layer extracted with dichloromethane (3×100 ml). The combined dichloromethane extracts were dried ... The reactants are Cc1ccc2c(=O)n3c(nc2c1)[nH]c1cc(C)c(C)cc13, CC(C)Oc1ccc(C(=O)Cl)cc1. Yields the product Cc1ccc2c(=O)n3c4cc(C)c(C)cc4n(C(=O)c4ccc(OC(C)C)cc4)c3nc2c1. RXN SMILES: [CH3:1][c:2]1[cH:3][cH:4][c:5]2[c:6](=[O:21])[n:7]3[c:8]([n:9][c:10]2[cH:11]1)[nH:12][c:13]1[c:14]3[cH:15][c:16]([CH3:20])[c:17]([CH3:19])[cH:18]1.[CH:22]([CH3:23])([CH3:24])[O:25][c:26]1[cH:27][cH:28][c:29]([C:30](=[O:31])[Cl:32])[cH:33][cH:34]1>>[CH3:1][c:2]1[cH:3][cH:4][c:5]2[c:6](=[O:21])[n:7]3[c:8]([n:9][c:10]2[cH:11]1)[n:12]([C:30]([c:29]1[cH:28][cH:27][c:26]([O:25][CH:22]([CH3:23])[CH3:24])[cH:34][cH:33]1)=[O:31])[c:13]1[c:14]3[cH:15][c:16]([CH3:20])[c:17]([CH3:19])[cH:18]1. Reactants: oil, [H-].[Na+] (sodium hydride), C(C=CC1=CC=CC=C1)#N (cinnamonitrile), C1(=CC=C(C=C1)S(=O)(=O)C[N+]#[C-])C ((p-tolylsulfonyl)methyl isocyanide), CS(=O)C (DMSO). Run in CCOCC (ether), CCOCC (ether), CCOCC (ether), O (water). Product: C1(=CC=CC=C1)C=1C(=CNC1)C#N (4-phenylpyrrole-3-carbonitrile). Reaction SMILES: [C:1](#[N:10])[CH:2]=[CH:3][C:4]1[CH:9]=[CH:8][CH:7]=[CH:6][CH:5]=1.C1(C)C=CC(S([CH2:20][N+:21]#[C-])(=O)=O)=CC=1.[H-].[Na+].[CH3:26]S(C)=O>CCOCC.O>[C:4]1([C:3]2[C:2]([C:20]#[N:21])=[CH:1][NH:10][CH:26]=2)[CH:9]=[CH:8][CH:7]=[CH:6][CH:5]=1 |f:2.3|. Procedure details: To a mixture of 5.0 g (39 mmol) of cinnamonitrile and 7.6 g (39 mmol) of (p-tolylsulfonyl)methyl isocyanide in 35 mL of DMSO and 65 mL of ether is added over a 20 minute period a suspension of 1.86 g of a 60% oil suspension of sodium hydride (1.11 g; 46 mmol) in 80 mL of ether. The reaction mixture is maintained under nitrogen for an hour and then diluted with ether and water. The ether layer is separated, dried over magnesium sulfate, and concentrated in vacuo. The resulting oil is chromatograp...